This data is from the Open Reaction Database (ORD), a public repository of structured organic reaction records. The task is: describe an organic reaction: reactants, conditions, products, and yield Starting materials: COC1=NC=C(C=C1OC)C#CC1=C(C=CC=C1)C (2,3-dimethoxy-5-[(2-methylphenyl)ethynyl]pyridine), COC1=NC=C(C=C1OC)C#CC1=C(C=CC=C1)C (2,3-dimethoxy-5-[(2-methylphenyl)ethynyl]pyridine), IC1=C(C=CC=C1)F (1-iodo-2-fluorobenzene). The product is FC1=C(C=CC=C1)C#CC=1C=C(C(=NC1)OC)OC (5-[(2-fluorophenyl)ethynyl]-2,3-dimethoxypyridine). RXN SMILES: [CH3:1][O:2][C:3]1[C:8]([O:9][CH3:10])=[CH:7][C:6]([C:11]#[C:12][C:13]2[CH:18]=[CH:17][CH:16]=[CH:15][C:14]=2C)=[CH:5][N:4]=1.IC1C=CC=CC=1[F:27]>>[F:27][C:14]1[CH:15]=[CH:16][CH:17]=[CH:18][C:13]=1[C:12]#[C:11][C:6]1[CH:7]=[C:8]([O:9][CH3:10])[C:3]([O:2][CH3:1])=[N:4][CH:5]=1. Reported procedure: Prepared as described for 2,3-dimethoxy-5-[(2-methylphenyl)ethynyl]pyridine (Intermediate 33) but using 1-iodo-2-fluorobenzene instead of 1-iodo-2-methylbenzene. RXN SMILES: [NH2:1][C:2]1[CH:9]=[CH:8][C:5]([CH2:6][OH:7])=[CH:4][CH:3]=1.[C:10]([NH:17][CH2:18][C:19](O)=[O:20])([O:12][C:13]([CH3:16])([CH3:15])[CH3:14])=[O:11].ON1C2C=CC=CC=2N=N1.C(N(CC)C(C)C)(C)C>CN(C)C=O.C(OCC)(=O)C>[C:13]([O:12][C:10]([NH:17][CH2:18][C:19]([NH:1][C:2]1[CH:9]=[CH:8][C:5]([CH2:6][OH:7])=[CH:4][CH:3]=1)=[O:20])=[O:11])([CH3:16])([CH3:15])[CH3:14]. Procedure details: To a solution of 4-aminobenzylalcohol (300 mg, 2.43 mmol), N-Boc-glycine (426 mg, 2.43 mmol), and 1-hydroxybenzotriazole (344 mg, 2.55 mmol) in 4.8 mL of dry N,N-dimethylformamide was added N,N-diisopropylethylamine (0.42 mL, 2.9 mmol). After addition of 1-ethyl-3-(3-dimethylaminopropyl)-3-ethylcarbodiimide monohydrochlorde (489 mg, 2.55 mmol) at 0° C., the solution was stirred at room temperature overnight. The reaction mixture was diluted with ethyl acetate, and the solution was washed with 1N... Run at time 8 hour. Starting materials: 1-ethyl-3-(3-dimethylaminopropyl)-3-ethylcarbodiimide monohydrochlorde, NC1=CC=C(CO)C=C1 (4-aminobenzylalcohol), C(=O)(OC(C)(C)C)NCC(=O)O (N-Boc-glycine), ON1N=NC2=C1C=CC=C2 (1-hydroxybenzotriazole), C(C)(C)N(C(C)C)CC (N,N-diisopropylethylamine). The solvent is CN(C=O)C (N,N-dimethylformamide), C(C)(=O)OCC (ethyl acetate). The product is C(C)(C)(C)OC(=O)NCC(=O)NC1=CC=C(CO)C=C1 (4-[2-(tert-butoxycarbonylamino)acetylamino]benzylalcohol). Starting materials: CCOc1cc(C2(C)CNC(=O)O2)ccc1OC, CI, [K+], C1CCOC1, [OH-]. Yields the product CCOc1cc(C2(C)CN(C)C(=O)O2)ccc1OC. Reaction SMILES: [CH3:1][C:2]1([c:8]2[cH:9][c:10]([O:16][CH2:17][CH3:18])[c:11]([O:14][CH3:15])[cH:12][cH:13]2)[CH2:3][NH:4][C:5](=[O:7])[O:6]1.[CH3:21][I:22].[K+:20].[O:23]1[CH2:24][CH2:25][CH2:26][CH2:27]1.[OH-:19]>>[CH3:1][C:2]1([c:8]2[cH:9][c:10]([O:16][CH2:17][CH3:18])[c:11]([O:14][CH3:15])[cH:12][cH:13]2)[CH2:3][N:4]([CH3:21])[C:5](=[O:7])[O:6]1. Procedure details: To 40 ml of a dioxane suspension containing 0.92 g of 60% sodium hydride was added 2.5 ml of cyclohexanol at room temperature over a 15-minute period, and the mixture was stirred at the same temperature for 1 hour and then at 50° C. for 3.5 hours. The temperature of the reaction solution was returned to room temperature, 10 ml of a dioxane containing 3.2 g of 2-fluoronitrobenzene was added dropwise, and the mixture was stirred at room temperature overnight. The dioxane was evaporated, the residu... As a reaction SMILES: [H-].[Na+].[CH:3]1([OH:9])[CH2:8][CH2:7][CH2:6][CH2:5][CH2:4]1.F[C:11]1[CH:16]=[CH:15][CH:14]=[CH:13][C:12]=1[N+:17]([O-:19])=[O:18]>O1CCOCC1>[CH:3]1([O:9][C:11]2[CH:16]=[CH:15][CH:14]=[CH:13][C:12]=2[N+:17]([O-:19])=[O:18])[CH2:8][CH2:7][CH2:6][CH2:5][CH2:4]1 |f:0.1|. Starting materials: FC1=C(C=CC=C1)[N+](=O)[O-] (2-fluoronitrobenzene), C1(CCCCC1)O (cyclohexanol), [H-].[Na+] (sodium hydride). Reaction conditions: time 1 hour. The product is C1(CCCCC1)OC1=C(C=CC=C1)[N+](=O)[O-] (2-cyclohexyloxynitrobenzene). The solvent is O1CCOCC1 (dioxane), O1CCOCC1 (dioxane). Starting materials: C(C=C)OC1=C(C=C(C(=O)NNC(C2=CN=C(C(=C2)C)CC(C)C)=O)C=C1C)C (6-isobutyl-5-methyl-nicotinic acid N′-(4-allyloxy-3,5-dimethyl-benzoyl)-hydrazide), CC[N+](CC)(CC)S(=O)(=O)N=C([O-])OC (Burgess reagent). The solvent is C1CCOC1 (THF), CC(OCC)=O (EA). The product is C(C=C)OC1=C(C=C(C=C1C)C1=NN=C(O1)C=1C=C(C(=NC1)CC(C)C)C)C (5-[5-(4-allyloxy-3,5-dimethyl-phenyl)-[1,3,4]oxadiazol-2-yl]-2-isobutyl-3-methyl-pyridine). Yield: 94.6%. RXN SMILES: [CH2:1]([O:4][C:5]1[C:27]([CH3:28])=[CH:26][C:8]([C:9]([NH:11][NH:12][C:13](=O)[C:14]2[CH:19]=[C:18]([CH3:20])[C:17]([CH2:21][CH:22]([CH3:24])[CH3:23])=[N:16][CH:15]=2)=[O:10])=[CH:7][C:6]=1[CH3:29])[CH:2]=[CH2:3].CC[N+](S(N=C(OC)[O-])(=O)=O)(CC)CC>C1COCC1.CC(=O)OCC>[CH2:1]([O:4][C:5]1[C:27]([CH3:28])=[CH:26][C:8]([C:9]2[O:10][C:13]([C:14]3[CH:19]=[C:18]([CH3:20])[C:17]([CH2:21][CH:22]([CH3:23])[CH3:24])=[N:16][CH:15]=3)=[N:12][N:11]=2)=[CH:7][C:6]=1[CH3:29])[CH:2]=[CH2:3]. Reported procedure: A solution of 6-isobutyl-5-methyl-nicotinic acid N′-(4-allyloxy-3,5-dimethyl-benzoyl)-hydrazide (89 mg, 0.224 mmol) and Burgess reagent (162 mg, 0.68 mmol) in THF (4 mL) is heated in a microwave oven at 110° C. for 6 min. The mixture is diluted with EA (15 mL) and washed with 1M aq. NaH2PO4 (5 mL), 1M aq. NaOH (5 mL) and water (5 mL). The org. phase is dried (MgSO4), filtered and evaporated to provide crude 5-[5-(4-allyloxy-3,5-dimethyl-phenyl)-[1,3,4]oxadiazol-2-yl]-2-isobutyl-3-methyl-pyridine... Starting materials: FC(F)(F)c1cnn2c(Br)cnc2n1, O=C([O-])[O-], CC1(C)COB(c2ccc(F)c(-n3ccnc3)c2)OC1, COCCOC, [Na+], [Na+], c1ccc(P(c2ccccc2)(c2ccccc2)[Pd](P(c2ccccc2)(c2ccccc2)c2ccccc2)(P(c2ccccc2)(c2ccccc2)c2ccccc2)P(c2ccccc2)(c2ccccc2)c2ccccc2)cc1. Yields the product Fc1ccc(-c2cnc3nc(C(F)(F)F)cnn23)cc1-n1ccnc1. Reaction SMILES: [Br:21][c:22]1[cH:23][n:24][c:25]2[n:26]1[n:27][cH:28][c:29]([C:31]([F:32])([F:33])[F:34])[n:30]2.[C:35](=[O:36])([O-:37])[O-:38].[CH3:1][C:2]1([CH3:3])[CH2:4][O:5][B:6]([c:8]2[cH:9][cH:10][c:11]([F:19])[c:12](-[n:14]3[cH:15][n:16][cH:17][cH:18]3)[cH:13]2)[O:7][CH2:20]1.[CH3:41][O:42][CH2:43][CH2:44][O:45][CH3:46].[Na+:39].[Na+:40].[cH:47]1[cH:48][cH:49][c:50]([P:51]([Pd:52]([P:53]([c:54]2[cH:55][cH:56][cH:57][cH:58][cH:59]2)([c:60]2[cH:61][cH:62][cH:63][cH:64][cH:65]2)[c:66]2[cH:67][cH:68][cH:69][cH:70][cH:71]2)([P:72]([c:73]2[cH:74][cH:75][cH:76][cH:77][cH:78]2)([c:79]2[cH:80][cH:81][cH:82][cH:83][cH:84]2)[c:85]2[cH:86][cH:87][cH:88][cH:89][cH:90]2)[P:91]([c:92]2[cH:93][cH:94][cH:95][cH:96][cH:97]2)([c:98]2[cH:99][cH:100][cH:101][cH:102][cH:103]2)[c:104]2[cH:105][cH:106][cH:107][cH:108][cH:109]2)([c:110]2[cH:111][cH:112][cH:113][cH:114][cH:115]2)[c:116]2[cH:117][cH:118][cH:119][cH:120][cH:121]2)[cH:122][cH:123]1>>[c:8]1(-[c:22]2[cH:23][n:24][c:25]3[n:26]2[n:27][cH:28][c:29]([C:31]([F:32])([F:33])[F:34])[n:30]3)[cH:9][cH:10][c:11]([F:19])[c:12](-[n:14]2[cH:15][n:16][cH:17][cH:18]2)[cH:13]1.